describe an organic reaction: reactants, conditions, products, and yield From a dataset of the Open Reaction Database (ORD), a public repository of structured organic reaction records. Starting materials: Cc1ccc(NC(=O)CN(Cc2ccc(OC(C)(C)C(=O)OC(C)(C)C)cc2)Cc2ccco2)c(C)c1, ClCCl, O=C(O)C(F)(F)F. Product: Cc1ccc(NC(=O)CN(Cc2ccc(OC(C)(C)C(=O)O)cc2)Cc2ccco2)c(C)c1. As a reaction SMILES: [CH3:1][c:2]1[c:3]([NH:9][C:10]([CH2:11][N:12]([CH2:13][c:14]2[o:15][cH:16][cH:17][cH:18]2)[CH2:19][c:20]2[cH:21][cH:22][c:23]([O:24][C:25]([C:26](=[O:27])[O:28][C:29]([CH3:30])([CH3:31])[CH3:32])([CH3:33])[CH3:34])[cH:35][cH:36]2)=[O:37])[cH:4][cH:5][c:6]([CH3:8])[cH:7]1.[Cl:45][CH2:46][Cl:47].[OH:38][C:39]([C:40]([F:41])([F:42])[F:43])=[O:44]>>[CH3:1][c:2]1[c:3]([NH:9][C:10]([CH2:11][N:12]([CH2:13][c:14]2[o:15][cH:16][cH:17][cH:18]2)[CH2:19][c:20]2[cH:21][cH:22][c:23]([O:24][C:25]([C:26](=[O:27])[OH:28])([CH3:33])[CH3:34])[cH:35][cH:36]2)=[O:37])[cH:4][cH:5][c:6]([CH3:8])[cH:7]1. Reactants: BrC=1C=C2C(=CNC2=CC1)CC(C)(C)N (2-(5-bromo 3-indolyl)1,1-dimethyl ethylamine), [Cu](C#N)C#N (copper cyanide). Run in CN1C(CCC1)=O (N-methylpyrrolidone). Yields the product C(#N)C=1C=C2C(=CNC2=CC1)CC(C)(C)N (2-(5-cyano 3-indolyl)1,1-dimethyl ethylamine). Reaction SMILES: Br[C:2]1[CH:3]=[C:4]2[C:8](=[CH:9][CH:10]=1)[NH:7][CH:6]=[C:5]2[CH2:11][C:12]([NH2:15])([CH3:14])[CH3:13].[Cu](C#N)[C:17]#[N:18]>CN1CCCC1=O>[C:17]([C:2]1[CH:3]=[C:4]2[C:8](=[CH:9][CH:10]=1)[NH:7][CH:6]=[C:5]2[CH2:11][C:12]([NH2:15])([CH3:14])[CH3:13])#[N:18]. Procedure details: A mixture of 6.45 g of 2-(5-bromo 3-indolyl)1,1-dimethyl ethylamine and 3.25 g of copper cyanide in 40 ml of N-methylpyrrolidone is heated to reflux for 5 hours. The reactants are CC(C)N, CN1CCCC1=O, Clc1nc(Cl)c2c(n1)C(c1ccccc1)CC2, O. The product is CC(C)Nc1nc(Cl)nc2c1CCC2c1ccccc1. As a reaction SMILES: [CH3:18][CH:19]([CH3:20])[NH2:21].[CH3:23][N:24]1[CH2:25][CH2:26][CH2:27][C:28]1=[O:29].[Cl:1][c:2]1[n:3][c:4]([Cl:17])[c:5]2[c:6]([n:7]1)[CH:8]([c:11]1[cH:12][cH:13][cH:14][cH:15][cH:16]1)[CH2:9][CH2:10]2.[OH2:22]>>[Cl:1][c:2]1[n:3][c:4]([NH:21][CH:19]([CH3:18])[CH3:20])[c:5]2[c:6]([n:7]1)[CH:8]([c:11]1[cH:12][cH:13][cH:14][cH:15][cH:16]1)[CH2:9][CH2:10]2. Starting materials: O=C1CCN(CC1)C(=O)OC(C)(C)C (tert-butyl 4-oxopiperidine-1-carboxylate), CC(C)([O-])C.[K+] (potassium t-butoxide), CCCCCC (hexane). Reagents/catalysts: [Br-].C[P+](C1=CC=CC=C1)(C1=CC=CC=C1)C1=CC=CC=C1 (methyltriphenylphosphonium bromide). The solvent is CCOCC (ether), CCOCC (ether). Run at temperature 0 celsius. Yields the product C=C1CCN(CC1)C(=O)OC(C)(C)C (tert-butyl 4-methylenepiperidine-1-carboxylate). Yield: 94.2%. RXN SMILES: [CH3:1]C(C)([O-])C.[K+].O=[C:8]1[CH2:13][CH2:12][N:11]([C:14]([O:16][C:17]([CH3:20])([CH3:19])[CH3:18])=[O:15])[CH2:10][CH2:9]1.CCCCCC>[Br-].C[P+](C1C=CC=CC=1)(C1C=CC=CC=1)C1C=CC=CC=1.CCOCC>[CH2:1]=[C:8]1[CH2:13][CH2:12][N:11]([C:14]([O:16][C:17]([CH3:20])([CH3:19])[CH3:18])=[O:15])[CH2:10][CH2:9]1 |f:0.1,4.5|. Procedure details: To a suspension of methyltriphenylphosphonium bromide (36.3 g, 101.6 mmol, 1.35 equiv) in ether (dry, 300 mL) was added potassium t-butoxide (11 g, 98 mmol, 1.3 equiv) in one portion at 0° C. under nitrogen balloon. The mixture was then stirred at reflux for 2 hrs. The hot reaction mixture was cooled to 0° C. with an external ice-bath and then a solution of tert-butyl 4-oxopiperidine-1-carboxylate (15 g, 75.3 mmol, 1.0 equiv) in ether (60 mL) was added dropwise. The mixture was allowed to warm t...